This data is from the Open Reaction Database (ORD), a public repository of structured organic reaction records. The task is: describe an organic reaction: reactants, conditions, products, and yield The reactants are BrCCOC1=C(C=C(C=C1C)C1=NC2=CC(=CC(=C2C(N1)=O)OC)OC)C (2-[4-(2-bromo-ethoxy)-3,5-dimethyl-phenyl]-5,7-dimethoxy-3H-quinazolin-4-one), CN1CCNCC1 (N-methylpiperazine). Solvent: CN(C=O)C (N,N-dimethylformamide). Conditions: time 15 hour. Yields the product CC=1C=C(C=C(C1OCCN1CCN(CC1)C)C)C1=NC2=CC(=CC(=C2C(N1)=O)OC)OC (2-(3,5-Dimethyl-4-(2-(4-methylpiperazin-1-yl)ethoxy)phenyl)-5,7-dimethoxyquinazolin-4(3H)-one). RXN SMILES: Br[CH2:2][CH2:3][O:4][C:5]1[C:10]([CH3:11])=[CH:9][C:8]([C:12]2[NH:21][C:20](=[O:22])[C:19]3[C:14](=[CH:15][C:16]([O:25][CH3:26])=[CH:17][C:18]=3[O:23][CH3:24])[N:13]=2)=[CH:7][C:6]=1[CH3:27].[CH3:28][N:29]1[CH2:34][CH2:33][NH:32][CH2:31][CH2:30]1>CN(C)C=O>[CH3:27][C:6]1[CH:7]=[C:8]([C:12]2[NH:21][C:20](=[O:22])[C:19]3[C:14](=[CH:15][C:16]([O:25][CH3:26])=[CH:17][C:18]=3[O:23][CH3:24])[N:13]=2)[CH:9]=[C:10]([CH3:11])[C:5]=1[O:4][CH2:3][CH2:2][N:32]1[CH2:33][CH2:34][N:29]([CH3:28])[CH2:30][CH2:31]1. Reported procedure: To a solution of 2-[4-(2-bromo-ethoxy)-3,5-dimethyl-phenyl]-5,7-dimethoxy-3H-quinazolin-4-one (0.17 g, 0.39 mmol) in N,N-dimethylformamide (0.5 mL) was added N-methylpiperazine (0.44 mL, 3.92 mmol) and the reaction mixture was stirred at room temperature for 15 hours. N,N-dimethylformamide was removed under reduced pressure. The residue was purified by column chromatography (silica gel 230-400 mesh; 5% methanol in dichloromethane as eluent) to give the title compound as a white solid. Yield: 60 ... Starting materials: N1N=C(C2=C1C1=CC=CC=C1C2)C=2C=C(OCCCC(=O)OCC)C=CC2 (ethyl 4-[3-(1,4-dihydroindeno-[1,2-c]pyrazol-3-yl)phenoxy]butyrate), [OH-].[Na+] (sodium hydroxide). Run in C(C)O (ethanol). Yields the product N1N=C(C2=C1C1=CC=CC=C1C2)C=2C=C(OCCCC(=O)O)C=CC2 (4-[3-(1,4-dihydroindeno[1,2-c]pyrazol-3-yl)phenoxy]butyric acid). Reaction SMILES: [NH:1]1[C:5]2[C:6]3[C:11]([CH2:12][C:4]=2[C:3]([C:13]2[CH:14]=[C:15]([CH:25]=[CH:26][CH:27]=2)[O:16][CH2:17][CH2:18][CH2:19][C:20]([O:22]CC)=[O:21])=[N:2]1)=[CH:10][CH:9]=[CH:8][CH:7]=3.[OH-].[Na+]>C(O)C>[NH:1]1[C:5]2[C:6]3[C:11]([CH2:12][C:4]=2[C:3]([C:13]2[CH:14]=[C:15]([CH:25]=[CH:26][CH:27]=2)[O:16][CH2:17][CH2:18][CH2:19][C:20]([OH:22])=[O:21])=[N:2]1)=[CH:10][CH:9]=[CH:8][CH:7]=3 |f:1.2|. Procedure details: In a similar manner to example 34, ethyl 4-[3-(1,4-dihydroindeno-[1,2-c]pyrazol-3-yl)phenoxy]butyrate (0.36 g) was reacted with 1M sodium hydroxide solution (5 ml) in ethanol (10 ml) to give 4-[3-(1,4-dihydroindeno[1,2-c]pyrazol-3-yl)phenoxy]butyric acid, m.p. 216-217° C. The reactants are CC1(OC2=C(C1)C(=C(C(=C2C)C)N)C)CN2CCNCC2 (2,3-dihydro-2,4,6,7-tetramethyl-2-[(1-piperazinyl)methyl]-5-benzofuranamine), C1(=CC=CC=C1)C(CCCC(=O)O)C1=CC=CC=C1 (5,5-diphenylvaleric acid). Product: C1(=CC=CC=C1)C(CCCC(=O)N1CCN(CC1)CC1(OC2=C(C1)C(=C(C(=C2C)C)N)C)C)C2=CC=CC=C2 (2-[[4-(5,5-Diphenylvaleryl)-1-piperazinyl]methyl]-2,3-dihydro-2,4,6,7-tetramethyl-5-benzofuranamine). Isolated yield 86.0%. RXN SMILES: [CH3:1][C:2]1([CH2:15][N:16]2[CH2:21][CH2:20][NH:19][CH2:18][CH2:17]2)[CH2:6][C:5]2[C:7]([CH3:14])=[C:8]([NH2:13])[C:9]([CH3:12])=[C:10]([CH3:11])[C:4]=2[O:3]1.[C:22]1([CH:28]([C:35]2[CH:40]=[CH:39][CH:38]=[CH:37][CH:36]=2)[CH2:29][CH2:30][CH2:31][C:32](O)=[O:33])[CH:27]=[CH:26][CH:25]=[CH:24][CH:23]=1>>[C:35]1([CH:28]([C:22]2[CH:23]=[CH:24][CH:25]=[CH:26][CH:27]=2)[CH2:29][CH2:30][CH2:31][C:32]([N:19]2[CH2:20][CH2:21][N:16]([CH2:15][C:2]3([CH3:1])[CH2:6][C:5]4[C:7]([CH3:14])=[C:8]([NH2:13])[C:9]([CH3:12])=[C:10]([CH3:11])[C:4]=4[O:3]3)[CH2:17][CH2:18]2)=[O:33])[CH:36]=[CH:37][CH:38]=[CH:39][CH:40]=1. Reported procedure: Using 2,3-dihydro-2,4,6,7-tetramethyl-2-[(1-piperazinyl)methyl]-5-benzofuranamine and 5,5-diphenylvaleric acid, the procedure of Example 10 was otherwise repeated to provide the title compound. The reactants are Oc1ccc(Cc2ccccc2)cc1, CS(=O)(=O)c1ccc(Cl)cc1, CS(C)=O, [K+], [K+], O=C([O-])[O-]. Product: CS(=O)(=O)c1ccc(Oc2ccc(Cc3ccccc3)cc2)cc1. Reaction SMILES: [CH2:12]([c:13]1[cH:14][cH:15][cH:16][cH:17][cH:18]1)[c:19]1[cH:20][cH:21][c:22]([OH:25])[cH:23][cH:24]1.[CH3:1][S:2](=[O:3])(=[O:4])[c:5]1[cH:6][cH:7][c:8]([Cl:11])[cH:9][cH:10]1.[CH3:32][S:33]([CH3:34])=[O:35].[K+:26].[K+:27].[O-:28][C:29]([O-:30])=[O:31]>>[CH3:1][S:2](=[O:3])(=[O:4])[c:5]1[cH:6][cH:7][c:8]([O:25][c:22]2[cH:21][cH:20][c:19]([CH2:12][c:13]3[cH:14][cH:15][cH:16][cH:17][cH:18]3)[cH:24][cH:23]2)[cH:9][cH:10]1. Reactants: C1C(CCCCCCCC)O1 (1-decene oxide), C(CCN)N (1,3-propanediamine). Run in CO (methanol). Yields the product C(CCNCC(CCCCCCCC)O)NCC(CCCCCCCC)O (N,N'-(1,3-propylene)-bis[2-hydroxydecylamine]). RXN SMILES: [CH2:1]1[O:11][CH:2]1[CH2:3][CH2:4][CH2:5][CH2:6][CH2:7][CH2:8][CH2:9][CH3:10].[CH2:12]([NH2:16])[CH2:13][CH2:14][NH2:15]>CO>[CH2:12]([NH:16][CH2:1][CH:2]([OH:11])[CH2:3][CH2:4][CH2:5][CH2:6][CH2:7][CH2:8][CH2:9][CH3:10])[CH2:13][CH2:14][NH:15][CH2:1][CH:2]([OH:11])[CH2:3][CH2:4][CH2:5][CH2:6][CH2:7][CH2:8][CH2:9][CH3:10]. Procedure: In a manner similar to that of Example 1, condensation of 1-decene oxide (58 g.) and 1,3-propanediamine (13.8 g.) and three recrystallizations of the resulting product from methanol gave N,N'-(1,3-propylene)-bis[2-hydroxydecylamine] (I: R = CH3 (CH2)7, R' = H, X = (CH2)3, Z = H) (8.5 g., m.p. 104.0°-107.6° C.). Reactants: C(C=C)#N (acrylonitrile), C(C)O (ethanol), C(CCCCCCCCCCCCCCCCC)N (stearylamine), C(C)(=O)O (acetic acid), O.N (ammonia water). Solvent: O (water). Reaction conditions: temperature 77 celsius, time 0.5 hour. The product is C(#N)CCN(CCC#N)CCCCCCCCCCCCCCCCCC (N,N-bis(2-cyanoethyl)octadecylamine). RXN SMILES: [C:1](#[N:4])[CH:2]=[CH2:3].[CH2:5](O)[CH3:6].[CH2:8]([NH2:26])[CH2:9][CH2:10][CH2:11][CH2:12][CH2:13][CH2:14][CH2:15][CH2:16][CH2:17][CH2:18][CH2:19][CH2:20][CH2:21][CH2:22][CH2:23][CH2:24][CH3:25].O.[NH3:28].[C:29](O)(=O)C>O>[C:29]([CH2:5][CH2:6][N:26]([CH2:8][CH2:9][CH2:10][CH2:11][CH2:12][CH2:13][CH2:14][CH2:15][CH2:16][CH2:17][CH2:18][CH2:19][CH2:20][CH2:21][CH2:22][CH2:23][CH2:24][CH3:25])[CH2:3][CH2:2][C:1]#[N:4])#[N:28] |f:3.4|. Procedure details: 40.2 g of acrylonitrile was added dropwise to an ethanol solution (150 ml) of 41.7 g of stearylamine at room temperature over 0.5 hours, 22.5 g of acetic acid was added dropwise thereto over 0.5 hours, and then stirred at 77° C. for 10 hours. After standing to cool to room temperature, the mixed solution was added with 200 ml of water and 22.8 g of 28% ammonia water, and extracted with 500 ml of ethyl acetate. The organic layer was separated from the solution, washed twice with 100 ml of water a...